Task: describe an organic reaction: reactants, conditions, products, and yield. Dataset: the Open Reaction Database (ORD), a public repository of structured organic reaction records Reactants: OCCN(C(=O)C=1SC=2CCOC3=C(C2N1)C=CC(=C3)Br)C(C)C (8-Bromo-4,5-dihydro-6-oxa-3-thia-1-aza-benzo[e]azulene-2-carboxylic acid (2-hydroxyethyl)-isopropylamide), CC1(OB(OC1(C)C)C=1C=NN(C1)CCN1CCOCC1)C (4-(2-(4-(4,4,5,5-tetramethyl-1,3,2-dioxaborolan-2-yl)-1H-pyrazol-1-yl)ethyl)morpholine). Yields the product OCCN(C(=O)C=1SC=2CCOC3=C(C2N1)C=CC(=C3)C=3C=NN(C3)CCN3CCOCC3)C(C)C (8-[1-(2-Morpholin-4-yl-ethyl)-1H-pyrazol-4-yl]-4,5-dihydro-6-oxa-3-thia-1-aza-benzo[e]azulene-2-carboxylic acid (2-hydroxy-ethyl)-isopropyl-amide). Reaction SMILES: [OH:1][CH2:2][CH2:3][N:4]([CH:22]([CH3:24])[CH3:23])[C:5]([C:7]1[S:8][C:9]2[CH2:10][CH2:11][O:12][C:13]3[CH:20]=[C:19](Br)[CH:18]=[CH:17][C:14]=3[C:15]=2[N:16]=1)=[O:6].CC1(C)C(C)(C)OB([C:33]2[CH:34]=[N:35][N:36]([CH2:38][CH2:39][N:40]3[CH2:45][CH2:44][O:43][CH2:42][CH2:41]3)[CH:37]=2)O1>>[OH:1][CH2:2][CH2:3][N:4]([CH:22]([CH3:24])[CH3:23])[C:5]([C:7]1[S:8][C:9]2[CH2:10][CH2:11][O:12][C:13]3[CH:20]=[C:19]([C:33]4[CH:34]=[N:35][N:36]([CH2:38][CH2:39][N:40]5[CH2:45][CH2:44][O:43][CH2:42][CH2:41]5)[CH:37]=4)[CH:18]=[CH:17][C:14]=3[C:15]=2[N:16]=1)=[O:6]. Procedure: Following Example 267, 8-Bromo-4,5-dihydro-6-oxa-3-thia-1-aza-benzo[e]azulene-2-carboxylic acid (2-hydroxyethyl)-isopropylamide and 4-(2-(4-(4,4,5,5-tetramethyl-1,3,2-dioxaborolan-2-yl)-1H-pyrazol-1-yl)ethyl)morpholine were reacted to give 269. MS: (ESI+)=512.2 The reactants are monomer, C(C=C)(=O)O (acrylic acid), N(=NC(C#N)(C)C)C(C#N)(C)C (azo-bis-isobutyronitrile), C(CCC)OC(C=C)=O (butylacrylate), C(C)OC(C=C)=O (ethylacrylate). Reaction conditions: temperature 10 celsius, time 3 hour. Yields the product C(CCC)OC(C=C)=O.C(C)OC(C=C)=O.C(C=C)(=O)O (butylacrylate ethylacrylate acrylic acid). RXN SMILES: [CH2:1]([O:5][C:6](=[O:9])[CH:7]=[CH2:8])[CH2:2][CH2:3][CH3:4].[CH2:10]([O:12][C:13](=[O:16])[CH:14]=[CH2:15])[CH3:11].[C:17]([OH:21])(=[O:20])[CH:18]=[CH2:19].N(C(C)(C)C#N)=NC(C)(C)C#N>>[CH2:1]([O:5][C:6](=[O:9])[CH:7]=[CH2:8])[CH2:2][CH2:3][CH3:4].[CH2:10]([O:12][C:13](=[O:16])[CH:14]=[CH2:15])[CH3:11].[C:17]([OH:21])(=[O:20])[CH:18]=[CH2:19] |f:4.5.6|. Reported procedure: To 1713 g of a monomer mixture consisting of 54.3% of butylacrylate, 42.3% of ethylacrylate and 3.4% of acrylic acid was added 40 g (2.5%) of azo-bis-isobutyronitrile and 6.8 g (0.4%) of lauryl mercaptane at 22° C. The solution was cooled to 10° C. and added dropwise to a stirred and heated reaction vessel with a wall temperature of approximately 70° C. The reaction started immediately. The addition was continued and the reaction vessel cooled at such a rate that the internal temperature remaine... The product is Cc1cc(C#N)n2c1C1(CCNCC1)Oc1ccccc1-2. Reaction SMILES: [CH3:1][c:2]1[cH:3][c:4]([C:26]#[N:27])[n:5]2[c:6]1[C:7]1([CH2:8][CH2:9][N:10]([C:13](=[O:14])[C:15]([F:16])([F:17])[F:18])[CH2:11][CH2:12]1)[O:19][c:20]1[c:21]-2[cH:22][cH:23][cH:24][cH:25]1.[CH3:35][OH:36].[K+:28].[K+:29].[O-:30][C:31]([O-:32])=[O:33].[OH2:34]>>[CH3:1][c:2]1[cH:3][c:4]([C:26]#[N:27])[n:5]2[c:6]1[C:7]1([CH2:8][CH2:9][NH:10][CH2:11][CH2:12]1)[O:19][c:20]1[c:21]-2[cH:22][cH:23][cH:24][cH:25]1. Starting materials: Cc1cc(C#N)n2c1C1(CCN(C(=O)C(F)(F)F)CC1)Oc1ccccc1-2, CO, [K+], [K+], O=C([O-])[O-], O. Starting materials: C[S-], CS(C)=O, COC(=O)Cc1cc(F)ccc1[N+](=O)[O-], [Na+]. Product: COC(=O)Cc1cc(SC)ccc1[N+](=O)[O-]. As a reaction SMILES: [CH3:16][S-:17].[CH3:19][S:20]([CH3:21])=[O:22].[F:1][c:2]1[cH:3][cH:4][c:5]([N+:13](=[O:14])[O-:15])[c:6]([CH2:8][C:9](=[O:10])[O:11][CH3:12])[cH:7]1.[Na+:18]>>[c:2]1([S:17][CH3:16])[cH:3][cH:4][c:5]([N+:13](=[O:14])[O-:15])[c:6]([CH2:8][C:9](=[O:10])[O:11][CH3:12])[cH:7]1. Reactants: ClCCCCCOC(C)=O (5-chloropentylacetate), [N-]=[N+]=[N-].[Na+] (sodium azide). The solvent is CN(C)C=O (DMF). Reaction conditions: temperature 80 celsius. Product: C(C)(=O)OCCCCCN=[N+]=[N-] (5-azidopentyl acetate). As a reaction SMILES: Cl[CH2:2][CH2:3][CH2:4][CH2:5][CH2:6][O:7][C:8](=[O:10])[CH3:9].[N-:11]=[N+:12]=[N-:13].[Na+]>CN(C=O)C>[C:8]([O:7][CH2:6][CH2:5][CH2:4][CH2:3][CH2:2][N:11]=[N+:12]=[N-:13])(=[O:10])[CH3:9] |f:1.2|. Reported procedure: To a 500 mL flask was added 5.0 g (32.8 mmol, 1.0 eq) of 5-chloropentylacetate and dissolved in 100 mL of DMF. Next, 2.6 g (40 mmol, 1.2 eq) of sodium azide was added by a glass pipette. A water condenser was placed onto the flask and the reaction heated to 80° C. for 16 hrs with stirring. The reaction was then cooled to room temperature and quenched with 300 mL of water to dissolve the sodium salts. The aqueous solution was extracted with diethyl ether 3×100 mL. The organic layers were combined... Starting materials: C(C1=CC=CC=C1)OC(NC1(CC1)C1=NN=C(N1)C1CC1)=O ([1-(5-Cyclopropyl-4H-[1,2,4]triazol-3-yl)-cyclopropyl]-carbamic acid benzyl ester). Reagents/catalysts: [Pd] (Pd/C). Solvent: CO (MeOH). Reaction conditions: time 1.5 hour. Yields the product C1(CC1)C=1NC(=NN1)C1(CC1)N (1-(5-Cyclopropyl-4H-[1,2,4]triazol-3-yl)-cyclopropylamine). Isolated yield 98.6%. RXN SMILES: C(OC(=O)[NH:10][C:11]1([C:14]2[NH:18][C:17]([CH:19]3[CH2:21][CH2:20]3)=[N:16][N:15]=2)[CH2:13][CH2:12]1)C1C=CC=CC=1>CO.[Pd]>[CH:19]1([C:17]2[NH:18][C:14]([C:11]3([NH2:10])[CH2:12][CH2:13]3)=[N:15][N:16]=2)[CH2:21][CH2:20]1. Reported procedure: [1-(5-Cyclopropyl-4H-[1,2,4]triazol-3-yl)-cyclopropyl]-carbamic acid benzyl ester (220 mg, 0.74 mmol) was dissolved in MeOH (40 mL) followed by the addition of 10% Pd/C. The solution mixture was stirred under H2 balloon for 1.5 hours. The reaction mixture was filtered through celite. The solvent was concentrated under high vacuum pump to afford 1-(5-Cyclopropyl-4H-[1,2,4]triazol-3-yl)-cyclopropylamine (120 mg, 0.73 mmol, 99.1%) as off-white solids. Starting materials: N(C(=N)N)C=1SC=C(N1)C1CC(CC1)C(=O)OC (Methyl 3-(2-guanidinothiazol-4-yl)cyclopentane carboxylate), CN (methylamine). Run in CCO (EtOH). Conditions: time 60 hour. The product is CNC(=O)C1CC(CC1)C=1N=C(SC1)NC(=N)N (N-methyl-3-(2-guanidinothiazol-4-yl)cyclopentane carboxamide). RXN SMILES: [NH:1]([C:5]1[S:6][CH:7]=[C:8]([CH:10]2[CH2:14][CH2:13][CH:12]([C:15]([O:17]C)=O)[CH2:11]2)[N:9]=1)[C:2]([NH2:4])=[NH:3].[CH3:19][NH2:20]>CCO>[CH3:19][NH:20][C:15]([CH:12]1[CH2:13][CH2:14][CH:10]([C:8]2[N:9]=[C:5]([NH:1][C:2]([NH2:4])=[NH:3])[S:6][CH:7]=2)[CH2:11]1)=[O:17]. Procedure details: Methyl 3-(2-guanidinothiazol-4-yl)cyclopentane carboxylate (0.40 g.) and a solution of methylamine in EtOH (33% w/v; 15 ml.) was allowed to stand at ambient temperature for 60 hours. The solvent was removed by evaporation in vacuo and the residue was purified by medium pressure chromatography on silica gel using CHCl3 /MeOH/aqueous ammonia (s.g. 0.88) 8:2:0.3 v/v/v as eluant to give N-methyl-3-(2-guanidinothiazol-4-yl)cyclopentane carboxamide (0.27 g.), m.p. 216°-218°. The reactants are Cl.OC1=CC=C(C=C1)C1C(CNCC1)COC1=CC2=C(C=C1)OCO2 (4-(4-hydroxyphenyl)-3-(3,4-methylenedioxyphenoxymethyl)piperidine hydrochloride), BrCCCCC (1-bromopentane), C(=O)([O-])[O-].[K+].[K+] (K2CO3). Solvent: C(C)O (ethanol). The product is Cl.C1OC=2C=C(OC[C@@H]3CN(CC[C@H]3C3=CC=C(C=C3)OCCCCC)CCCCC)C=CC2O1 ((+-)-trans-3-(3,4-methylenedioxyphenoxymethyl)-1-pentyl-4-(4-pentyloxyphenyl)piperidine hydrochloride), title compound. RXN SMILES: [ClH:1].[OH:2][C:3]1[CH:8]=[CH:7][C:6]([CH:9]2[CH2:14][CH2:13][NH:12][CH2:11][CH:10]2[CH2:15][O:16][C:17]2[CH:22]=[CH:21][C:20]3[O:23][CH2:24][O:25][C:19]=3[CH:18]=2)=[CH:5][CH:4]=1.Br[CH2:27][CH2:28][CH2:29][CH2:30][CH3:31].C([O-])([O-])=O.[K+].[K+]>C(O)C>[ClH:1].[CH2:24]1[O:23][C:20]2[CH:21]=[CH:22][C:17]([O:16][CH2:15][C@H:10]3[C@H:9]([C:6]4[CH:7]=[CH:8][C:3]([O:2][CH2:27][CH2:28][CH2:29][CH2:30][CH3:31])=[CH:4][CH:5]=4)[CH2:14][CH2:13][N:12]([CH2:5][CH2:4][CH2:3][CH2:8][CH3:7])[CH2:11]3)=[CH:18][C:19]=2[O:25]1 |f:0.1,3.4.5,7.8|. Procedure details: (+-)-trans-3-(3,4-methylenedioxyphenoxymethyl)-1-pentyl-4-(4-pentyloxyphenyl)piperidine hydrochloride was prepared by refluxing 4-(4-hydroxyphenyl)-3-(3,4-methylenedioxyphenoxymethyl)piperidine hydrochloride (0.35 g) with 1-bromopentane (1.8 ml) and K2CO3 (1 g) in abs. ethanol (25 ml) for 2 h. The rinse-up procedure described in example 1 gave the title compound. M.p. 148.2° C. Reactants: N1N=CN=C1 (1,2,4-triazole), ClC[Si](CC1=CC=C(C=C1)F)(C)C (chloromethyl-dimethyl-(4-fluorobenzyl)silane), O (water). Run in C=1(C(=CC=CC1)C)C (xylene). Product: Cl.C[Si](CC1=CC=C(C=C1)F)(C)CN1N=CN=C1 (N-{[dimethyl-(4-fluorobenzyl)silyl]methyl}-1,2,4-triazole hydrochloride). RXN SMILES: [NH:1]1[CH:5]=[N:4][CH:3]=[N:2]1.[Cl:6][CH2:7][Si:8]([CH3:18])([CH3:17])[CH2:9][C:10]1[CH:15]=[CH:14][C:13]([F:16])=[CH:12][CH:11]=1.O>C1(C)C(C)=CC=CC=1>[ClH:6].[CH3:7][Si:8]([CH2:18][N:1]1[CH:5]=[N:4][CH:3]=[N:2]1)([CH3:17])[CH2:9][C:10]1[CH:15]=[CH:14][C:13]([F:16])=[CH:12][CH:11]=1 |f:4.5|. Reported procedure: After adding 10 g of 1,2,4-triazole to 10.8 g of chloromethyl-dimethyl-(4-fluorobenzyl)silane dissolved in 50 ml of xylene, the reaction mixture is refluxed for 8 hours, then 200 ml of water are added and the phases are separated. The organic phase is washed 3 times with a total of 150 ml of water, dried over anhydrous magnesium sulfate and after filtration the filtrate is evaporated to solvent-free. The pale yellow oily residue is dissolved in 70 ml of methyl propyl ketone, the solution is acid...